Dataset: the Open Reaction Database (ORD), a public repository of structured organic reaction records. Task: describe an organic reaction: reactants, conditions, products, and yield Starting materials: CC1=C(C=CC(=C1)C)B(O)O (2,4-dimethylphenylboronic acid), C(C1=CC=CC=C1)N1N=C(C(C2=C(C=CC=C12)Cl)=O)C (1-benzyl-5-chloro-3-methylcinnolin-4(1H)-one), [F-].[Cs+] (cesium fluoride), C(OC)COC (dimethoxyethane). Reagents/catalysts: C=1C=CC(=CC1)[P](C=2C=CC=CC2)(C=3C=CC=CC3)[Pd]([P](C=4C=CC=CC4)(C=5C=CC=CC5)C=6C=CC=CC6)([P](C=7C=CC=CC7)(C=8C=CC=CC8)C=9C=CC=CC9)[P](C=1C=CC=CC1)(C=1C=CC=CC1)C=1C=CC=CC1 (tetrakis(triphenylphosphine)palladium(0)). Run in C(C)(=O)OCC (ethyl acetate). Run at time 15 minute. Yields the product C(C1=CC=CC=C1)N1N=C(C(C2=C(C=CC=C12)C1=C(C=C(C=C1)C)C)=O)C (1-Benzyl-5-(2,4-dimethylphenyl)-3-methylcinnolin-4(1H)-one). The yield is 71.9%. RXN SMILES: [CH2:1]([N:8]1[C:17]2[C:12](=[C:13](Cl)[CH:14]=[CH:15][CH:16]=2)[C:11](=[O:19])[C:10]([CH3:20])=[N:9]1)[C:2]1[CH:7]=[CH:6][CH:5]=[CH:4][CH:3]=1.[F-].[Cs+].C(COC)OC.[CH3:29][C:30]1[CH:35]=[C:34]([CH3:36])[CH:33]=[CH:32][C:31]=1B(O)O>C(OCC)(=O)C.C1C=CC([P]([Pd]([P](C2C=CC=CC=2)(C2C=CC=CC=2)C2C=CC=CC=2)([P](C2C=CC=CC=2)(C2C=CC=CC=2)C2C=CC=CC=2)[P](C2C=CC=CC=2)(C2C=CC=CC=2)C2C=CC=CC=2)(C2C=CC=CC=2)C2C=CC=CC=2)=CC=1>[CH2:1]([N:8]1[C:17]2[C:12](=[C:13]([C:31]3[CH:32]=[CH:33][C:34]([CH3:36])=[CH:35][C:30]=3[CH3:29])[CH:14]=[CH:15][CH:16]=2)[C:11](=[O:19])[C:10]([CH3:20])=[N:9]1)[C:2]1[CH:7]=[CH:6][CH:5]=[CH:4][CH:3]=1 |f:1.2,^1:49,51,70,89|. Procedure details: To 0.115 g (0.40 mmol) of 1-benzyl-5-chloro-3-methylcinnolin-4(1H)-one, 0.12 g (0.81 mmol) of cesium fluoride and 0.093 g (0.08 mmol) of tetrakis(triphenylphosphine)palladium(0) was added 4 mL of dimethoxyethane. The dark brown mixture was stirred at room temperature for 15 min. then 0.079 g (0.53 mmol) of 2,4-dimethylphenylboronic acid was added. This mixture was then heated to reflux for 5 h, cooled to room temperature, diluted with ethyl acetate and filtered through a plug of silica gel. The ... Reactants: NCC[C@@H](CO)O ((S)-4-aminobutane-1,2-diol), CC1(C=2C=CC(=CC2C(CC1)(C)C)C1=CC=CC(=N1)N1CCC(CC1)=O)C (6′-(5,5,8,8-tetramethyl-5,6,7,8-tetrahydronaphthalen-2-yl)-2,3,5,6-tetrahydro-1,2′-bipyridinyl-4-one), Cl (hydrochloride). Yields the product CC1(C=2C=CC(=CC2C(CC1)(C)C)C1=CC=CC(=N1)N1CCC(CC1)NCC[C@@H](CO)O)C ((S)-4-[6′-(5,5,8,8-tetramethyl-5,6,7,8-tetrahydronaphthalen-2-yl)-3,4,5,6-tetrahydro-2H-1,2′-bipyridinyl-4-ylamino]butane-1,2-diol). RXN SMILES: [NH2:1][CH2:2][CH2:3][C@H:4]([OH:7])[CH2:5][OH:6].[CH3:8][C:9]1([CH3:34])[CH2:18][CH2:17][C:16]([CH3:20])([CH3:19])[C:15]2[CH:14]=[C:13]([C:21]3[N:26]=[C:25]([N:27]4[CH2:32][CH2:31][C:30](=O)[CH2:29][CH2:28]4)[CH:24]=[CH:23][CH:22]=3)[CH:12]=[CH:11][C:10]1=2.Cl>>[CH3:8][C:9]1([CH3:34])[CH2:18][CH2:17][C:16]([CH3:19])([CH3:20])[C:15]2[CH:14]=[C:13]([C:21]3[N:26]=[C:25]([N:27]4[CH2:32][CH2:31][CH:30]([NH:1][CH2:2][CH2:3][C@H:4]([OH:7])[CH2:5][OH:6])[CH2:29][CH2:28]4)[CH:24]=[CH:23][CH:22]=3)[CH:12]=[CH:11][C:10]1=2. Procedure details: The preparation is carried out analogously to FS1008 starting from 21 mg (0.199 mmol) of (S)-4-aminobutane-1,2-diol and 80 mg (0.199 mmol) of 6′-(5,5,8,8-tetramethyl-5,6,7,8-tetrahydronaphthalen-2-yl)-2,3,5,6-tetrahydro-1,2′-bipyridinyl-4-one. The product is in the form of the hydrochloride. Starting materials: O=C(n1ccnc1)n1ccnc1, CN(C)C=O, Nc1nc(CC(=O)O)cs1, NC1C(=O)N2C(C(=O)O)=C(C=C3CCN(CC4CC4)C3=O)CSC12. Product: Nc1nc(CC(=O)NC2C(=O)N3C(C(=O)O)=C(C=C4CCN(CC5CC5)C4=O)CSC23)cs1. Reaction SMILES: [C:1]([n:2]1[cH:3][cH:4][n:5][cH:6]1)([n:7]1[cH:8][cH:9][n:10][cH:11]1)=[O:12].[CH3:47][N:48]([CH3:49])[CH:50]=[O:51].[NH2:13][c:14]1[s:15][cH:16][c:17]([CH2:19][C:20](=[O:21])[OH:22])[n:18]1.[NH2:23][CH:24]1[CH:25]2[S:26][CH2:27][C:28]([CH:36]=[C:37]3[C:38](=[O:46])[N:39]([CH2:42][CH:43]4[CH2:44][CH2:45]4)[CH2:40][CH2:41]3)=[C:29]([C:33](=[O:34])[OH:35])[N:30]2[C:31]1=[O:32]>>[NH2:13][c:14]1[s:15][cH:16][c:17]([CH2:19][C:20](=[O:22])[NH:23][CH:24]2[CH:25]3[S:26][CH2:27][C:28]([CH:36]=[C:37]4[C:38](=[O:46])[N:39]([CH2:42][CH:43]5[CH2:44][CH2:45]5)[CH2:40][CH2:41]4)=[C:29]([C:33](=[O:34])[OH:35])[N:30]3[C:31]2=[O:32])[n:18]1. Starting materials: CCCCCCCCCCCCC(C)c1cc(O)c2c(c1)OC(C)(C)c1ccncc1-2, CC(=O)OC(C)=O, c1ccncc1. Yields the product CCCCCCCCCCCCC(C)c1cc(OC(C)=O)c2c(c1)OC(C)(C)c1ccncc1-2. RXN SMILES: [CH3:1][C:2]1([CH3:31])[O:3][c:4]2[c:5]([c:6]([OH:24])[cH:7][c:8]([CH:10]([CH3:11])[CH2:12][CH2:13][CH2:14][CH2:15][CH2:16][CH2:17][CH2:18][CH2:19][CH2:20][CH2:21][CH2:22][CH3:23])[cH:9]2)-[c:25]2[c:26]1[cH:27][cH:28][n:29][cH:30]2.[CH3:32][C:33](=[O:34])[O:35][C:36](=[O:37])[CH3:38].[cH:39]1[cH:40][cH:41][n:42][cH:43][cH:44]1>>[CH3:1][C:2]1([CH3:31])[O:3][c:4]2[c:5]([c:6]([O:24][C:33]([CH3:32])=[O:34])[cH:7][c:8]([CH:10]([CH3:11])[CH2:12][CH2:13][CH2:14][CH2:15][CH2:16][CH2:17][CH2:18][CH2:19][CH2:20][CH2:21][CH2:22][CH3:23])[cH:9]2)-[c:25]2[c:26]1[cH:27][cH:28][n:29][cH:30]2. The product is BrC1=C(OC2CN(CC2)CC2CC2)C=CC=C1 (3-(2-Bromophenoxy)-1-(cyclopropylmethyl)pyrrolidine). Reactants: BrC1=C(C=CC=C1)O (2-bromophenol), CS(=O)(=O)OC1CN(CC1)CC1CC1 (1-(cyclopropylmethyl)pyrrolidin-3-yl methanesulphonate), Example 134 ( b ). As a reaction SMILES: [Br:1][C:2]1[CH:7]=[CH:6][CH:5]=[CH:4][C:3]=1[OH:8].CS(O[CH:14]1[CH2:18][CH2:17][N:16]([CH2:19][CH:20]2[CH2:22][CH2:21]2)[CH2:15]1)(=O)=O>>[Br:1][C:2]1[CH:7]=[CH:6][CH:5]=[CH:4][C:3]=1[O:8][CH:14]1[CH2:18][CH2:17][N:16]([CH2:19][CH:20]2[CH2:22][CH2:21]2)[CH2:15]1. Procedure details: The title compound was prepared from 2-bromophenol and 1-(cyclopropylmethyl)pyrrolidin-3-yl methanesulphonate in a similar manner to Example 134 (b) except that the compound was purified by cation exchange chromatography eluting with ammonia/methanol mixtures. Starting materials: C(CC(O)(C(=O)O)CC(=O)O)(=O)O (citric acid), [H-].[Na+] (Sodium hydride), ClC1=NC=C(C=N1)SC (2-chloro-5-methylsulfanyl-pyrimidine), OCCOC1=C(C(=NC(=N1)C1=NC=CC=N1)NS(=O)(=O)CCC)OC1=C(C=CC=C1)OC (n-Propanesulfonic acid [6-(2-hydroxy-ethoxy)-5-(2-methoxy-phenoxy)-[2,2′]bipyrimidinyl-4-yl]-amide). Run in C1CCOC1 (THF). Conditions: temperature 75 celsius. The product is CSC=1C=NC(=NC1)OCCOC1=C(C(=NC(=N1)C1=NC=CC=N1)NS(=O)(=O)CCC)OC1=C(C=CC=C1)OC (n-propanesulfonic acid [6-[2-(5-methylsulfanyl-pyrimidin-2-yloxy)-ethoxy]-5-(2-methoxy-phenoxy)-[2,2′]bipyrimidinyl-4-yl]-amide). Yield: 52.2%. RXN SMILES: [OH:1][CH2:2][CH2:3][O:4][C:5]1[N:10]=[C:9]([C:11]2[N:16]=[CH:15][CH:14]=[CH:13][N:12]=2)[N:8]=[C:7]([NH:17][S:18]([CH2:21][CH2:22][CH3:23])(=[O:20])=[O:19])[C:6]=1[O:24][C:25]1[CH:30]=[CH:29][CH:28]=[CH:27][C:26]=1[O:31][CH3:32].[H-].[Na+].Cl[C:36]1[N:41]=[CH:40][C:39]([S:42][CH3:43])=[CH:38][N:37]=1.C(O)(=O)CC(CC(O)=O)(C(O)=O)O>C1COCC1>[CH3:43][S:42][C:39]1[CH:38]=[N:37][C:36]([O:1][CH2:2][CH2:3][O:4][C:5]2[N:10]=[C:9]([C:11]3[N:16]=[CH:15][CH:14]=[CH:13][N:12]=3)[N:8]=[C:7]([NH:17][S:18]([CH2:21][CH2:22][CH3:23])(=[O:20])=[O:19])[C:6]=2[O:24][C:25]2[CH:30]=[CH:29][CH:28]=[CH:27][C:26]=2[O:31][CH3:32])=[N:41][CH:40]=1 |f:1.2|. Reported procedure: n-Propanesulfonic acid [6-(2-hydroxy-ethoxy)-5-(2-methoxy-phenoxy)-[2,2′]bipyrimidinyl-4-yl]-amide (92 mg) was dissolved in THF (6 ml). Sodium hydride (40 mg) and 2-chloro-5-methylsulfanyl-pyrimidine (71 mg) were added and the mixture was heated to 75° C. for 6 h, then poured onto water, acidified with solid citric acid and the precipitate was filtered off. The crude material was purified by crystallization from methanol to give n-propanesulfonic acid [6-[2-(5-methylsulfanyl-pyrimidin-2-yloxy)-e...